Dataset: the Open Reaction Database (ORD), a public repository of structured organic reaction records. Task: describe an organic reaction: reactants, conditions, products, and yield Reactants: compound ( 8 ), mixture, CS(=O)(=O)C1=NSC(=N1)C1=C(C=CC=C1)Cl (3-methylsulfonyl-5-(2-chlorophenyl)-1,2,4-thiadiazole), CS(=O)C1=NSC(=N1)C1=C(C=CC=C1)Cl (3-methylsulfinyl-5-(2-chlorophenyl)-1,2,4-thiadiazole), C(C#CC)O (2-butyne-1-ol), [H-].[Na+] (sodium hydride), [Cl-].[Na+] (sodium chloride). Run in CN(C=O)C (N,N-dimethylformamide). Conditions: time 1 hour. Product: ClC1=C(C=CC=C1)C1=NC(=NS1)OCC#CC (5-(2-chlorophenyl)-3-(2-butynyloxy)-1,2,4-thiadiazole). RXN SMILES: CS([C:5]1[N:9]=[C:8]([C:10]2[CH:15]=[CH:14][CH:13]=[CH:12][C:11]=2[Cl:16])[S:7][N:6]=1)(=O)=O.CS(C1N=C(C2C=CC=CC=2Cl)SN=1)=O.[CH2:32]([OH:36])[C:33]#[C:34][CH3:35].[H-].[Na+].[Cl-].[Na+]>CN(C)C=O>[Cl:16][C:11]1[CH:12]=[CH:13][CH:14]=[CH:15][C:10]=1[C:8]1[S:7][N:6]=[C:5]([O:36][CH2:32][C:33]#[C:34][CH3:35])[N:9]=1 |f:3.4,5.6|. Procedure details: In 3 ml of N,N-dimethylformamide, 400 mg of a mixture of 3-methylsulfonyl-5-(2-chlorophenyl)-1,2,4-thiadiazole and 3-methylsulfinyl-5-(2-chlorophenyl)-1,2,4-thiadiazole and 114 mg of 2-butyne-1-ol were dissolved, to the resulting solution was added 65 mg of sodium hydride (60% oily) with ice-cooling, and the mixture was stirred for 1 hour, and further stirred at room temperature for 1 hour. Then, the reaction mixture was poured into an aqueous saturated sodium chloride solution, and the mixture ... Reactants: resultant mixture, O1CC(NC(C2=C1C=CC=C2)=O)=O (2,3,4,5-tetrahydro-1,4-benzoxazepine-3,5-dione), C([O-])([O-])=O.[K+].[K+] (potassium carbonate), BrCCCCCl (1-bromo-4-chlorobutane), O1CCOCC1.Cl (hydrochloride dioxane). Run in CC(=O)C (acetone), P(=O)(Cl)(Cl)Cl (phosphorus oxychloride). Run at temperature 100 celsius, time 25 hour. The product is ClC=1N(C(C=C2C1CO2)=O)CCCCCl (3-Chloro-4-(4-chlorobutyl)-4,5-dihydro-1,4-benzoxazetin-5-one). Isolated yield 45.0%. Reaction SMILES: [O:1]1[C:7]2C=C[CH:10]=[CH:11][C:6]=2[C:5](=O)[NH:4][C:3](=[O:13])C1.C(=O)([O-])[O-].[K+].[K+].Br[CH2:21][CH2:22][CH2:23][CH2:24][Cl:25].O1CCOCC1.[ClH:32]>CC(C)=O.P(Cl)(Cl)(Cl)=O>[Cl:32][C:5]1[N:4]([CH2:21][CH2:22][CH2:23][CH2:24][Cl:25])[C:3](=[O:13])[CH:10]=[C:11]2[O:1][CH2:7][C:6]=12 |f:1.2.3,5.6|. Procedure: 5.0 g of 2,3,4,5-tetrahydro-1,4-benzoxazepine-3,5-dione was dissolved in 100 ml of acetone, 7.8 g (2 equivalents) of potassium carbonate and 6.5 ml (2 equivalents) of 1-bromo-4-chlorobutane were added, and the mixture heated and refluxed for 8 hours. The resultant mixture was allowed to cool, then filtered. The filtrate was concentrated and the residue obtained was dissolved in 50 ml of phosphorus oxychloride. Further, 20 ml of 4N hydrochloride dioxane-solution was added and the mixture stirred ... Starting materials: C1(=CC=CC=C1)N1NCCC1=O (2-phenyl-3-pyrazolidinone), ClC1=CC=C(C=C1)N=C=S (4-chlorophenyl isothiocyanate), N1=CC=CC=C1 (pyridine). Solvent: C1(=CC=CC=C1)C (toluene). The product is ClC1=CC=C(C=C1)NC(=S)N1N(C(CC1)=O)C1=CC=CC=C1 (1-(4-chlorophenylthiocarbamoyl)-2-phenyl-3-pyrazolidinone). The yield is 90.9%. RXN SMILES: [C:1]1([N:7]2[C:11](=[O:12])[CH2:10][CH2:9][NH:8]2)[CH:6]=[CH:5][CH:4]=[CH:3][CH:2]=1.[Cl:13][C:14]1[CH:19]=[CH:18][C:17]([N:20]=[C:21]=[S:22])=[CH:16][CH:15]=1.N1C=CC=CC=1>C1(C)C=CC=CC=1>[Cl:13][C:14]1[CH:19]=[CH:18][C:17]([NH:20][C:21]([N:8]2[CH2:9][CH2:10][C:11](=[O:12])[N:7]2[C:1]2[CH:6]=[CH:5][CH:4]=[CH:3][CH:2]=2)=[S:22])=[CH:16][CH:15]=1. Procedure details: A mixture of 2.11 grams (0.013 mole) of 2-phenyl-3-pyrazolidinone, 2.21 grams (0.013 mole) of 4-chlorophenyl isothiocyanate and 0.5 ml of pyridine in 15 ml of toluene was heated at reflux for 9 hours. The reaction mixture was allowed to cool to room temperature forming a crystalline precipitate. The crystalline precipitate was collected by filtration to yield 3.92 grams of 1-(4-chlorophenylthiocarbamoyl)-2-phenyl-3-pyrazolidinone (mp 136°-139° C.). Reactants: C(=O)(O)CN(CC(=O)O)C1=CC(=CC(=C1)OCCCCCCCCCCCCCCCCCC)[N+](=O)[O-] (N-(carboxymethyl)-N-[3-nitro-5-(octadecyloxy)phenyl]glycine), [H][H] (hydrogen). Reagents/catalysts: [Pd] (palladium on carbon). Solvent: C1CCOC1 (THF), CN(C)C=O (DMF). Conditions: time 4 hour. Product: C(=O)(O)CN(CC(=O)O)C1=CC(=CC(=C1)OCCCCCCCCCCCCCCCCCC)N (N-(carboxymethyl)-N-[3-amino-5-(octadecyloxy)phenyl]glycine). Yield: 44.2%. RXN SMILES: [C:1]([CH2:4][N:5]([C:10]1[CH:15]=[C:14]([O:16][CH2:17][CH2:18][CH2:19][CH2:20][CH2:21][CH2:22][CH2:23][CH2:24][CH2:25][CH2:26][CH2:27][CH2:28][CH2:29][CH2:30][CH2:31][CH2:32][CH2:33][CH3:34])[CH:13]=[C:12]([N+:35]([O-])=O)[CH:11]=1)[CH2:6][C:7]([OH:9])=[O:8])([OH:3])=[O:2].[H][H]>[Pd].C1COCC1.CN(C=O)C>[C:1]([CH2:4][N:5]([C:10]1[CH:15]=[C:14]([O:16][CH2:17][CH2:18][CH2:19][CH2:20][CH2:21][CH2:22][CH2:23][CH2:24][CH2:25][CH2:26][CH2:27][CH2:28][CH2:29][CH2:30][CH2:31][CH2:32][CH2:33][CH3:34])[CH:13]=[C:12]([NH2:35])[CH:11]=1)[CH2:6][C:7]([OH:9])=[O:8])([OH:3])=[O:2]. Reported procedure: A mixture of 0.6 g of N-(carboxymethyl)-N-[3-nitro-5-(octadecyloxy)phenyl]glycine and 0.2 g of 10% palladium on carbon in 170 ml of THF and 10 ml of DMF was stirred in a hydrogen atmosphere at room temperature until uptake ceased after 4 hours. The reaction mixture was heated to dissolve the precipitated product and the catalyst was removed by filtration. The filtrate was concentrated at reduced pressure and the solid residue was dissolved in THF and the solution was passed through a SEP-PAK sil... Starting materials: O=C(Cl)c1ccccc1, CCCOC1C(O)C(CO)OC1n1ccc(N)nc1=O, C[Si](C)(C)Cl, [NH4+], [OH-], O, c1ccncc1. Product: CCCOC1C(O)C(CO)OC1n1ccc(NC(=O)c2ccccc2)nc1=O. RXN SMILES: [C:26]([c:27]1[cH:28][cH:29][cH:30][cH:31][cH:32]1)(=[O:33])[Cl:34].[CH2:1]([CH2:2][CH3:3])[O:4][CH:5]1[CH:6]([n:13]2[c:14](=[O:15])[n:16][c:17]([NH2:18])[cH:19][cH:20]2)[O:7][CH:8]([CH2:11][OH:12])[CH:9]1[OH:10].[CH3:21][Si:22]([Cl:23])([CH3:24])[CH3:25].[NH4+:36].[OH-:35].[OH2:37].[cH:38]1[cH:39][cH:40][n:41][cH:42][cH:43]1>>[CH2:1]([CH2:2][CH3:3])[O:4][CH:5]1[CH:6]([n:13]2[c:14](=[O:15])[n:16][c:17]([NH:18][C:26]([c:27]3[cH:28][cH:29][cH:30][cH:31][cH:32]3)=[O:33])[cH:19][cH:20]2)[O:7][CH:8]([CH2:11][OH:12])[CH:9]1[OH:10]. The reactants are C(C1=CC=CC=C1)OC1=NC=CC2=CC(=CC=C12)O[C@@H]1CC[C@H](CC1)NC(C)=O (trans-N-[4-(1-Benzyloxy-isoquinolin-6-yloxy)-cyclohexyl]-acetamide). Run in Cl (HCl). The product is N[C@@H]1CC[C@H](CC1)OC=1C=C2C=CNC(C2=CC1)=O (trans-6-(4-Amino-cyclohexyloxy)-2H-isoquinolin-1-one). Yield: 40.5%. Reaction SMILES: C([O:8][C:9]1[C:18]2[C:13](=[CH:14][C:15]([O:19][C@H:20]3[CH2:25][CH2:24][C@H:23]([NH:26]C(=O)C)[CH2:22][CH2:21]3)=[CH:16][CH:17]=2)[CH:12]=[CH:11][N:10]=1)C1C=CC=CC=1>Cl>[NH2:26][C@H:23]1[CH2:22][CH2:21][C@H:20]([O:19][C:15]2[CH:14]=[C:13]3[C:18](=[CH:17][CH:16]=2)[C:9](=[O:8])[NH:10][CH:11]=[CH:12]3)[CH2:25][CH2:24]1. Procedure: 680 mg (1.74 mmol) of N-[4-(1-benzyloxy-isoquinolin-6-yloxy)-cyclohexyl]-acetamide (19) were heated in 2 N HCl in an autoclave at 120° C. until complete conversion is achieved. The solvent is removed in vacuo and the residue is purified by preparative HPLC. The product fractions were evaporated and dissolved in 2 N HCl. After lyophilisation 182 mg of the title compound could be obtained as hydrochloride. Rt=0.97 min (Method B). Detected mass: 259.2 (M+H+). Reactants: CC(C)(C)OC(=O)N1CCN(c2ncc(Br)nc2C#N)CC1, O=C([O-])[O-], C1COCCO1, [Cs+], [Cs+], O, c1ccc(P(c2ccccc2)(c2ccccc2)[Pd](P(c2ccccc2)(c2ccccc2)c2ccccc2)(P(c2ccccc2)(c2ccccc2)c2ccccc2)P(c2ccccc2)(c2ccccc2)c2ccccc2)cc1, OB(O)c1cccs1. Product: CC(C)(C)OC(=O)N1CCN(c2ncc(-c3cccs3)nc2C#N)CC1. Reaction SMILES: [Br:1][c:2]1[n:3][c:4]([C:21]#[N:22])[c:5]([N:8]2[CH2:9][CH2:10][N:11]([C:14](=[O:15])[O:16][C:17]([CH3:18])([CH3:19])[CH3:20])[CH2:12][CH2:13]2)[n:6][cH:7]1.[C:31](=[O:32])([O-:33])[O-:34].[CH2:37]1[O:38][CH2:39][CH2:40][O:41][CH2:42]1.[Cs+:35].[Cs+:36].[OH2:120].[cH:43]1[cH:44][cH:45][c:46]([P:47]([Pd:48]([P:49]([c:50]2[cH:51][cH:52][cH:53][cH:54][cH:55]2)([c:56]2[cH:57][cH:58][cH:59][cH:60][cH:61]2)[c:62]2[cH:63][cH:64][cH:65][cH:66][cH:67]2)([P:68]([c:69]2[cH:70][cH:71][cH:72][cH:73][cH:74]2)([c:75]2[cH:76][cH:77][cH:78][cH:79][cH:80]2)[c:81]2[cH:82][cH:83][cH:84][cH:85][cH:86]2)[P:87]([c:88]2[cH:89][cH:90][cH:91][cH:92][cH:93]2)([c:94]2[cH:95][cH:96][cH:97][cH:98][cH:99]2)[c:100]2[cH:101][cH:102][cH:103][cH:104][cH:105]2)([c:106]2[cH:107][cH:108][cH:109][cH:110][cH:111]2)[c:112]2[cH:113][cH:114][cH:115][cH:116][cH:117]2)[cH:118][cH:119]1.[s:23]1[c:24]([B:28]([OH:29])[OH:30])[cH:25][cH:26][cH:27]1>>[c:2]1(-[c:24]2[s:23][cH:27][cH:26][cH:25]2)[n:3][c:4]([C:21]#[N:22])[c:5]([N:8]2[CH2:9][CH2:10][N:11]([C:14](=[O:15])[O:16][C:17]([CH3:18])([CH3:19])[CH3:20])[CH2:12][CH2:13]2)[n:6][cH:7]1. The reactants are O=C([O-])[O-], C=CCBr, CN1CCCC1=O, O=[N+]([O-])c1ccc(Nc2ccc(C(F)(F)C(F)(F)C(F)(F)C(F)(F)C(F)(F)C(F)(F)F)cc2)c([N+](=O)[O-])c1, [K+], [K+]. Product: C=CCN(c1ccc(C(F)(F)C(F)(F)C(F)(F)C(F)(F)C(F)(F)C(F)(F)F)cc1)c1ccc([N+](=O)[O-])cc1[N+](=O)[O-]. RXN SMILES: [C:39](=[O:40])([O-:41])[O-:42].[CH2:45]([CH:46]=[CH2:47])[Br:48].[CH3:49][N:50]1[CH2:51][CH2:52][CH2:53][C:54]1=[O:55].[F:1][C:2]([C:3]([C:4]([C:5]([C:6]([C:7]([F:8])([F:9])[F:10])([F:11])[F:12])([F:13])[F:14])([F:15])[F:16])([F:17])[F:18])([c:19]1[cH:20][cH:21][c:22]([NH:25][c:26]2[c:27]([N+:35](=[O:36])[O-:37])[cH:28][c:29]([N+:32](=[O:33])[O-:34])[cH:30][cH:31]2)[cH:23][cH:24]1)[F:38].[K+:43].[K+:44]>>[F:1][C:2]([C:3]([C:4]([C:5]([C:6]([C:7]([F:8])([F:9])[F:10])([F:11])[F:12])([F:13])[F:14])([F:15])[F:16])([F:17])[F:18])([c:19]1[cH:20][cH:21][c:22]([N:25]([c:26]2[c:27]([N+:35](=[O:36])[O-:37])[cH:28][c:29]([N+:32](=[O:33])[O-:34])[cH:30][cH:31]2)[CH2:47][CH:46]=[CH2:45])[cH:23][cH:24]1)[F:38]. The reactants are [Al+3], CN1Cc2c([nH]c3ccccc23)C1=O, [H-], [H-], [H-], [H-], [Li+], C1COCCO1, O. Product: CN1Cc2[nH]c3ccccc3c2C1. RXN SMILES: [Al+3:16].[CH3:1][N:2]1[C:3](=[O:14])[c:4]2[nH:5][c:6]3[cH:7][cH:8][cH:9][cH:10][c:11]3[c:12]2[CH2:13]1.[H-:15].[H-:18].[H-:19].[H-:20].[Li+:17].[O:21]1[CH2:22][CH2:23][O:24][CH2:25][CH2:26]1.[OH2:27]>>[CH3:1][N:2]1[CH2:3][c:4]2[nH:5][c:6]3[cH:7][cH:8][cH:9][cH:10][c:11]3[c:12]2[CH2:13]1. The reactants are BrC1=CC=C(C=C1)C1=C(C(=NO1)C)NC(C)C1=CC2=CC=CC=C2C=C1 ([5-(4-bromo-phenyl)-3-methyl-isoxazol-4-yl]-(1-naphthalen-2-yl-ethyl)-amine), C(C)OC(CC1(CC1)C1=CC=C(C=C1)B1OC(C(O1)(C)C)(C)C)=O ({1-[4-(4,4,5,5-tetramethyl-[1,3,2]dioxaborolan-2-yl)-phenyl]-cyclopropyl}-acetic acid ethyl ester). Product: C(C)OC(CC1(CC1)C1=CC=C(C=C1)C1=CC=C(C=C1)C1=C(C(=NO1)C)NC(C)C1=CC2=CC=CC=C2C=C1)=O ((1-{4′-[3-Methyl-4-(1-naphthalen-2-yl-ethylamino)-isoxazol-5-yl]-biphenyl-4-yl}-cyclopropyl)-acetic acid ethyl ester). As a reaction SMILES: Br[C:2]1[CH:7]=[CH:6][C:5]([C:8]2[O:12][N:11]=[C:10]([CH3:13])[C:9]=2[NH:14][CH:15]([C:17]2[CH:26]=[CH:25][C:24]3[C:19](=[CH:20][CH:21]=[CH:22][CH:23]=3)[CH:18]=2)[CH3:16])=[CH:4][CH:3]=1.[CH2:27]([O:29][C:30](=[O:50])[CH2:31][C:32]1([C:35]2[CH:40]=[CH:39][C:38](B3OC(C)(C)C(C)(C)O3)=[CH:37][CH:36]=2)[CH2:34][CH2:33]1)[CH3:28]>>[CH2:27]([O:29][C:30](=[O:50])[CH2:31][C:32]1([C:35]2[CH:36]=[CH:37][C:38]([C:2]3[CH:3]=[CH:4][C:5]([C:8]4[O:12][N:11]=[C:10]([CH3:13])[C:9]=4[NH:14][CH:15]([C:17]4[CH:26]=[CH:25][C:24]5[C:19](=[CH:20][CH:21]=[CH:22][CH:23]=5)[CH:18]=4)[CH3:16])=[CH:6][CH:7]=3)=[CH:39][CH:40]=2)[CH2:33][CH2:34]1)[CH3:28]. Reported procedure: Prepared according to the procedure described in Example 1, Step 7, using [5-(4-bromo-phenyl)-3-methyl-isoxazol-4-yl]-(1-naphthalen-2-yl-ethyl)-amine and {1-[4-(4,4,5,5-tetramethyl-[1,3,2]dioxaborolan-2-yl)-phenyl]-cyclopropyl}-acetic acid ethyl ester.